This data is from the Open Reaction Database (ORD), a public repository of structured organic reaction records. The task is: describe an organic reaction: reactants, conditions, products, and yield The reactants are OC(CN1CC2=C(C(CC1)O)C=CO2)(C)C (7-(2-hydroxy-2-methyl-1-propyl)-5,6,7,8-tetrahydro-4H-furo[2,3-c]azepin-4-ol), BrC=1C(=C(C=CC1)F)Cl (3-bromo-2-chloro-1-fluorobenzene). Product: Cl.BrC=1C(=C(C=CC1)OC1C2=C(CN(CC1)CC(C)(C)O)OC=C2)Cl (4-(3-Bromo-2-chlorophenyloxy)-7-(2-hydroxy-2-methyl-1-propyl)-5,6,7,8-tetrahydro-4H-furo[2,3-c]azepine hydrochloride). RXN SMILES: [OH:1][C:2]([CH3:16])([CH3:15])[CH2:3][N:4]1[CH2:10][CH2:9][CH:8]([OH:11])[C:7]2[CH:12]=[CH:13][O:14][C:6]=2[CH2:5]1.[Br:17][C:18]1[C:19]([Cl:25])=[C:20](F)[CH:21]=[CH:22][CH:23]=1>>[ClH:25].[Br:17][C:18]1[C:19]([Cl:25])=[C:20]([O:11][CH:8]2[CH2:9][CH2:10][N:4]([CH2:3][C:2]([OH:1])([CH3:16])[CH3:15])[CH2:5][C:6]3[O:14][CH:13]=[CH:12][C:7]2=3)[CH:21]=[CH:22][CH:23]=1 |f:2.3|. Procedure: The same method as in Example 3 was conducted using 7-(2-hydroxy-2-methyl-1-propyl)-5,6,7,8-tetrahydro-4H-furo[2,3-c]azepin-4-ol (Reference Example 43) instead of 6-methyl-4,5,6,7-tetrahydrothieno[2,3-c]pyridin-4-ol (Reference Example 6) and was conducted using 3-bromo-2-chloro-1-fluorobenzene instead of 1,3-difluorobenzene to give the objective compound. Starting materials: C1(=CC=CC2=CC=CC=C12)C(=O)C (Methyl 1-naphthyl ketone), C(Cl)(Cl)Cl (chloroform), Br (hydrogen bromide). The reagents and catalysts are [Cu](Br)Br (copper (II) bromide). Solvent: C(C)(=O)OCC (ethyl acetate). Product: C1(=CC=CC2=CC=CC=C12)C(=O)CBr (bromomethyl 1-naphthyl ketone). RXN SMILES: [C:1]1([C:11]([CH3:13])=[O:12])[C:10]2[C:5](=[CH:6][CH:7]=[CH:8][CH:9]=2)[CH:4]=[CH:3][CH:2]=1.C(Cl)(Cl)Cl.[BrH:18]>[Cu](Br)Br.C(OCC)(=O)C>[C:1]1([C:11]([CH2:13][Br:18])=[O:12])[C:10]2[C:5](=[CH:6][CH:7]=[CH:8][CH:9]=2)[CH:4]=[CH:3][CH:2]=1. Procedure details: Methyl 1-naphthyl ketone (10.1 g.), in 50 ml of a 1:1 mixture of chloroform and ethyl acetate is treated with 26.5 g. of copper (II) bromide. The resulting reaction mixture is heated under reflux with vigorous stirring until the evolution of hydrogen bromide ceases. When the reaction is complete the solvent is removed, ether is added and the copper (I) bromide is removed by filtration. Evaporation of the filtrate under reduced pressure yields crude bromomethyl 1-naphthyl ketone. Starting materials: CCN=C=NCCCN(C)C, COC(=O)C(N)CCCNC(=O)OC(C)(C)C, CN(C)C=O, CCN(C(C)C)C(C)C, ClCCl, Cl, Nc1nc(Cl)cc(SCCC(=O)O)n1, O, O, On1nnc2ccccc21. Reaction SMILES: [CH2:44]([N:45]=[C:46]=[N:47][CH2:48][CH2:49][CH2:50][N:51]([CH3:52])[CH3:53])[CH3:54].[CH3:26][O:27][C:28]([CH:29]([CH2:30][CH2:31][CH2:32][NH:33][C:34](=[O:35])[O:36][C:37]([CH3:38])([CH3:39])[CH3:40])[NH2:41])=[O:42].[CH3:67][N:68]([CH3:69])[CH:70]=[O:71].[CH:55]([N:56]([CH:57]([CH3:58])[CH3:59])[CH2:60][CH3:61])([CH3:62])[CH3:63].[Cl:64][CH2:65][Cl:66].[ClH:43].[NH2:1][c:2]1[n:3][c:4]([Cl:14])[cH:5][c:6]([S:8][CH2:9][CH2:10][C:11](=[O:12])[OH:13])[n:7]1.[OH2:15].[OH2:72].[OH:16][n:17]1[c:18]2[cH:19][cH:20][cH:21][cH:22][c:23]2[n:24][n:25]1>>[NH2:1][c:2]1[n:3][c:4]([Cl:14])[cH:5][c:6]([S:8][CH2:9][CH2:10][C:11](=[O:13])[NH:41][CH:29]([C:28]([O:27][CH3:26])=[O:42])[CH2:30][CH2:31][CH2:32][NH:33][C:34](=[O:35])[O:36][C:37]([CH3:38])([CH3:39])[CH3:40])[n:7]1. The product is COC(=O)C(CCCNC(=O)OC(C)(C)C)NC(=O)CCSc1cc(Cl)nc(N)n1.